This data is from the Open Reaction Database (ORD), a public repository of structured organic reaction records. The task is: describe an organic reaction: reactants, conditions, products, and yield The reactants are O (water), ClC1=CC(=NC=C1)C (4-chloro-2-methylpyridine), C(CCC)N(CCCC)CCCC (tri-n-butylamine), N1(CCNCC1)C(=O)OC(C)(C)C (tert-Butyl piperazine-1-carboxylate). Run in CN1CCCC1=O (NMP). Run at temperature 150 celsius, time 8 hour. Product: CC1=NC=CC(=C1)N1CCN(CC1)C(=O)OC(C)(C)C (tert-butyl 4-(2-methylpyridin-4-yl)piperazine-1-carboxylate). The yield is 89.6%. As a reaction SMILES: [N:1]1([C:7]([O:9][C:10]([CH3:13])([CH3:12])[CH3:11])=[O:8])[CH2:6][CH2:5][NH:4][CH2:3][CH2:2]1.Cl[C:15]1[CH:20]=[CH:19][N:18]=[C:17]([CH3:21])[CH:16]=1.C(N(CCCC)CCCC)CCC.O>CN1C(=O)CCC1>[CH3:21][C:17]1[CH:16]=[C:15]([N:4]2[CH2:5][CH2:6][N:1]([C:7]([O:9][C:10]([CH3:13])([CH3:12])[CH3:11])=[O:8])[CH2:2][CH2:3]2)[CH:20]=[CH:19][N:18]=1. Procedure details: tert-Butyl piperazine-1-carboxylate (500 mg) was dissolved in NMP (10 ml), and 4-chloro-2-methylpyridine (685 mg) and tri-n-butylamine (498 mg) were added thereto, followed by stirring at 150° C. overnight. To the reaction mixture was added water, followed by extraction with EtOAc. The organic layer was dried over MgSO4, and then the solvent was evaporated under reduced pressure. The obtained residue was purified by silica gel column chromatography to obtain tert-butyl 4-(2-methylpyridin-4-yl)pi... The reactants are NC1=NC(=C(C(=N1)N)I)C (2,4-diamino-5-iodo-6-methylpyrimidine), C1(=CC=CC=C1)CC#C (3-phenyl-1-propyne). Reagents/catalysts: Cl[Pd]([P](C1=CC=CC=C1)(C2=CC=CC=C2)C3=CC=CC=C3)([P](C4=CC=CC=C4)(C5=CC=CC=C5)C6=CC=CC=C6)Cl (bis(triphenylphosphine)palladium(II) chloride), [Cu](I)I (copper iodide). Run in C(C)N(CC)CC (triethylamine). Reaction conditions: time 60 hour. Yields the product NC1=NC(=C(C(=N1)N)C#CCC1=CC=CC=C1)C (2,4-diamino-6-methyl-5-(3-phenyl-1-propynyl)pyrimidine). Yield: 39.3%. RXN SMILES: [NH2:1][C:2]1[N:7]=[C:6]([NH2:8])[C:5](I)=[C:4]([CH3:10])[N:3]=1.[C:11]1([CH2:17][C:18]#[CH:19])[CH:16]=[CH:15][CH:14]=[CH:13][CH:12]=1>Cl[Pd](Cl)([P](C1C=CC=CC=1)(C1C=CC=CC=1)C1C=CC=CC=1)[P](C1C=CC=CC=1)(C1C=CC=CC=1)C1C=CC=CC=1.[Cu](I)I.C(N(CC)CC)C>[NH2:1][C:2]1[N:7]=[C:6]([NH2:8])[C:5]([C:19]#[C:18][CH2:17][C:11]2[CH:16]=[CH:15][CH:14]=[CH:13][CH:12]=2)=[C:4]([CH3:10])[N:3]=1 |^1:22,41|. Procedure: A reaction vessel containing 0.8 gram (0.0032 mole) of 2,4-diamino-5-iodo-6-methylpyrimidine, 0.5 mL (0.0042 mole) of 3-phenyl-1-propyne, 0.2 gram (catalyst) of bis(triphenylphosphine)palladium(II) chloride, 0.05 gram (catalyst) of copper iodide, and 8 mL of triethylamine is evacuated and refilled with dry nitrogen gas three times. The reaction mixture is then stirred at ambient temperature for about 60 hours. After this time, the reaction mixture is diluted with 100 mL of water. The mixture is ... The reactants are IC1=CC=C(C=C1)[N+](=O)[O-] (4-iodonitrobenzene), IC1=CC=C(C=C1)[N+](=O)[O-] (4-iodonitrobenzene), C(C)OC(C(F)(F)Br)=O (bromodifluoroacetic acid ethyl ester). The reagents and catalysts are [Cu] (copper). Run in CS(=O)C (DMSO). Reaction conditions: temperature 55 celsius, time 15 hour. Product: C(C)OC(C(C1=CC=C(C=C1)[N+](=O)[O-])(F)F)=O (2,2-difluoro-2-(4-nitrophenyl)acetic acid ethyl ester). RXN SMILES: I[C:2]1[CH:7]=[CH:6][C:5]([N+:8]([O-:10])=[O:9])=[CH:4][CH:3]=1.[CH2:11]([O:13][C:14](=[O:19])[C:15](Br)([F:17])[F:16])[CH3:12]>[Cu].CS(C)=O>[CH2:11]([O:13][C:14](=[O:19])[C:15]([F:17])([F:16])[C:2]1[CH:7]=[CH:6][C:5]([N+:8]([O-:10])=[O:9])=[CH:4][CH:3]=1)[CH3:12]. Procedure details: According to the Kumadaki method (supra) and the above-described scheme, 4-iodonitrobenzene (Compound 1b; 249.0 mg, 1.0 mmol), bromodifluoroacetic acid ethyl ester (203 mg, 1.0 mmol), copper powder (128 mg, 2.0 mmol) and DMSO (2.0 mL) were put into a two-neck reaction tube, and the mixture was stirred under argon atmosphere at 55° C. for 15 hours. The reaction mixture was extracted with ethyl acetate and washed with water, and an organic layer was dried with anhydrous sodium sulfate. Ethyl aceta... Starting materials: C1(CC1)N1C(=NC(=C1C(=O)N1CCC(CC1)N1CCCC1)C=1C=NC(=CC1)N(CC1=CC=CC=C1)CC1=CC=CC=C1)C1=CC=C(C=C1)OC(F)(F)F ([3-cyclopropyl-5-(6-dibenzylamino-pyridin-3-yl)-2-(4-trifluoromethoxy-phenyl)-3H-imidazol-4-yl]-(4-pyrrolidin-1-yl-piperidin-1-yl)-methanone), C1(CC1)N1C(=NC(=C1C(=O)N1CCC(CC1)N1CCCC1)C=1C=NC(=CC1)N(CC1=CC=CC=C1)CC1=CC=CC=C1)C1=CC=C(C=C1)OC(F)(F)F ([3-cyclopropyl-5-(6-dibenzylamino-pyridin-3-yl)-2-(4-trifluoromethoxy-phenyl)-3H-imidazol-4-yl]-(4-pyrrolidin-1-yl-piperidin-1-yl)-methanone). Run in Br.C(C)(=O)O (HBr acetic acid). Reaction conditions: temperature 100 celsius. Product: NC1=CC=C(C=N1)C1=C(N(C(=N1)C1=CC=C(C=C1)OC(F)(F)F)C1CC1)C(=O)N1CCC(CC1)N1CCCC1 ([5-(6-Amino-pyridin-3-yl)-3-cyclopropyl-2-(4-trifluoromethoxy-phenyl)-3H-imidazol-4-yl]-(4-pyrrolidin-1-yl-piperidin-1-yl)-methanone). Isolated yield 46.2%. Reaction SMILES: [CH:1]1([N:4]2[C:8]([C:9]([N:11]3[CH2:16][CH2:15][CH:14]([N:17]4[CH2:21][CH2:20][CH2:19][CH2:18]4)[CH2:13][CH2:12]3)=[O:10])=[C:7]([C:22]3[CH:23]=[N:24][C:25]([N:28](CC4C=CC=CC=4)CC4C=CC=CC=4)=[CH:26][CH:27]=3)[N:6]=[C:5]2[C:43]2[CH:48]=[CH:47][C:46]([O:49][C:50]([F:53])([F:52])[F:51])=[CH:45][CH:44]=2)[CH2:3][CH2:2]1>Br.C(O)(=O)C>[NH2:28][C:25]1[N:24]=[CH:23][C:22]([C:7]2[N:6]=[C:5]([C:43]3[CH:48]=[CH:47][C:46]([O:49][C:50]([F:53])([F:52])[F:51])=[CH:45][CH:44]=3)[N:4]([CH:1]3[CH2:2][CH2:3]3)[C:8]=2[C:9]([N:11]2[CH2:12][CH2:13][CH:14]([N:17]3[CH2:18][CH2:19][CH2:20][CH2:21]3)[CH2:15][CH2:16]2)=[O:10])=[CH:27][CH:26]=1 |f:1.2|. Procedure: 0.2 g (0.2 mmol) of [3-cyclopropyl-5-(6-dibenzylamino-pyridin-3-yl)-2-(4-trifluoromethoxy-phenyl)-3H-imidazol-4-yl]-(4-pyrrolidin-1-yl-piperidin-1-yl)-methanone (intermediate 11) was dissolved in 3 ml of HBr/acetic acid and the mixture heated to 100° C. for 24 h. The solvent was evaporated and the residue taken up in CH2Cl2, washed with saturated sodium hydrogen carbonate solution, dried with sodium sulphate and concentrated. Purification by flash column chromatography [CH2Cl2/MeOH 8:2] afforded... The reactants are [Br-], CC(=O)c1cnc2n1CC(c1cccc(F)c1F)CCC2NC(=O)OC(C)(C)C, C[Mg+], C1CCOC1. Product: CC(C)(C)OC(=O)NC1CCC(c2cccc(F)c2F)Cn2c(C(C)(C)O)cnc21. RXN SMILES: [Br-:1].[C:4]([CH3:5])(=[O:6])[c:7]1[cH:8][n:9][c:10]2[n:11]1[CH2:12][CH:13]([c:25]1[c:26]([F:32])[c:27]([F:31])[cH:28][cH:29][cH:30]1)[CH2:14][CH2:15][CH:16]2[NH:17][C:18]([O:19][C:20]([CH3:21])([CH3:22])[CH3:23])=[O:24].[CH3:2][Mg+:3].[O:33]1[CH2:34][CH2:35][CH2:36][CH2:37]1>>[CH3:2][C:4]([CH3:5])([OH:6])[c:7]1[cH:8][n:9][c:10]2[n:11]1[CH2:12][CH:13]([c:25]1[c:26]([F:32])[c:27]([F:31])[cH:28][cH:29][cH:30]1)[CH2:14][CH2:15][CH:16]2[NH:17][C:18]([O:19][C:20]([CH3:21])([CH3:22])[CH3:23])=[O:24]. Starting materials: CC(=O)[O-], CC(=O)[O-], CCC(O)(CC)CCc1ccc(C(CC)(CC)c2ccc(B3OC(C)(C)C(C)(C)O3)c(C)c2)cc1C, COC(=O)Cc1ccc(Cl)cc1F, Cc1ccccc1, COc1cccc(OC)c1-c1ccccc1P(C1CCCCC1)C1CCCCC1, [K+], [K+], [K+], O, O=P([O-])([O-])[O-], [Pd+2]. Yields the product CCC(O)(CC)CCc1ccc(C(CC)(CC)c2ccc(-c3ccc(CC(=O)OC)c(F)c3)c(C)c2)cc1C. RXN SMILES: [C:100]([O-:101])(=[O:102])[CH3:103].[C:95]([O-:96])(=[O:97])[CH3:98].[CH2:51]([CH3:52])[C:53]([CH2:54][CH2:55][c:56]1[c:57]([CH3:83])[cH:58][c:59]([C:62]([CH2:63][CH3:64])([c:65]2[cH:66][c:67]([CH3:80])[c:68]([B:71]3[O:72][C:73]([CH3:74])([CH3:75])[C:76]([CH3:77])([CH3:78])[O:79]3)[cH:69][cH:70]2)[CH2:81][CH3:82])[cH:60][cH:61]1)([CH2:84][CH3:85])[OH:86].[CH3:38][O:39][C:40]([CH2:41][c:42]1[c:43]([F:49])[cH:44][c:45]([Cl:48])[cH:46][cH:47]1)=[O:50].[CH3:88][c:89]1[cH:90][cH:91][cH:92][cH:93][cH:94]1.[CH:1]1([P:2]([CH:3]2[CH2:4][CH2:5][CH2:6][CH2:7][CH2:8]2)[c:9]2[cH:10][cH:11][cH:12][cH:13][c:14]2-[c:15]2[c:16]([O:17][CH3:18])[cH:19][cH:20][cH:21][c:22]2[O:23][CH3:24])[CH2:25][CH2:26][CH2:27][CH2:28][CH2:29]1.[K+:35].[K+:36].[K+:37].[OH2:87].[P:30]([O-:31])([O-:32])([O-:33])=[O:34].[Pd+2:99]>>[CH3:38][O:39][C:40]([CH2:41][c:42]1[c:43]([F:49])[cH:44][c:45](-[c:68]2[c:67]([CH3:80])[cH:66][c:65]([C:62]([c:59]3[cH:58][c:57]([CH3:83])[c:56]([CH2:55][CH2:54][C:53]([CH2:51][CH3:52])([CH2:84][CH3:85])[OH:86])[cH:61][cH:60]3)([CH2:63][CH3:64])[CH2:81][CH3:82])[cH:70][cH:69]2)[cH:46][cH:47]1)=[O:50]. The reactants are COCOC1=C(C=C(OC=2C=CC(=C(C2)N(C(OC(C)(C)C)=O)C)[N+](=O)[O-])C=C1C)C (t-butyl N-[5-(4-methoxymethoxy-3,5-dimethylphenoxy)-2-nitrophenyl]-N-methylcarbamate). Reagents/catalysts: [Pd] (palladium on carbon). Run in CO (methanol). The product is NC1=C(C=C(C=C1)OC1=CC(=C(C(=C1)C)OCOC)C)N(C(OC(C)(C)C)=O)C (t-Butyl N-[2-amino-5-(4-methoxymethoxy-3,5-dimethylphenoxy)phenyl]-N-methylcarbamate). The yield is 93.7%. RXN SMILES: [CH3:1][O:2][CH2:3][O:4][C:5]1[C:29]([CH3:30])=[CH:28][C:8]([O:9][C:10]2[CH:11]=[CH:12][C:13]([N+:25]([O-])=O)=[C:14]([N:16]([CH3:24])[C:17](=[O:23])[O:18][C:19]([CH3:22])([CH3:21])[CH3:20])[CH:15]=2)=[CH:7][C:6]=1[CH3:31]>[Pd].CO>[NH2:25][C:13]1[CH:12]=[CH:11][C:10]([O:9][C:8]2[CH:7]=[C:6]([CH3:31])[C:5]([O:4][CH2:3][O:2][CH3:1])=[C:29]([CH3:30])[CH:28]=2)=[CH:15][C:14]=1[N:16]([CH3:24])[C:17](=[O:23])[O:18][C:19]([CH3:20])([CH3:21])[CH3:22]. Procedure details: By using 3.12 g of t-butyl N-[5-(4-methoxymethoxy-3,5-dimethylphenoxy)-2-nitrophenyl]-N-methylcarbamate, 0.33 g of 10% palladium on carbon and 30 ml of methanol, reaction and purification were carried out in a similar manner to that described in Reference Example 7, whereby 2.72 g of the title compound were obtained.